Dataset: the Open Reaction Database (ORD), a public repository of structured organic reaction records. Task: describe an organic reaction: reactants, conditions, products, and yield The reactants are CCOC(=O)c1cnc(SC)nc1-c1ccccc1Br, CCO, ClCCl, Cl, O. Product: CSc1ncc(C(=O)O)c(-c2ccccc2Br)n1. Reaction SMILES: [CH2:1]([CH3:2])[O:3][C:4](=[O:5])[c:6]1[c:7](-[c:14]2[c:15]([Br:20])[cH:16][cH:17][cH:18][cH:19]2)[n:8][c:9]([S:12][CH3:13])[n:10][cH:11]1.[CH3:26][CH2:27][OH:28].[Cl:22][CH2:23][Cl:24].[ClH:25].[OH2:21]>>[O:3]=[C:4]([OH:5])[c:6]1[c:7](-[c:14]2[c:15]([Br:20])[cH:16][cH:17][cH:18][cH:19]2)[n:8][c:9]([S:12][CH3:13])[n:10][cH:11]1. Reactants: COC(=O)Cc1c(-c2ccccc2)c(C)c(C#N)c2nc(C3CC3)oc12, CNC, CCCCCC, Cc1ccccc1, C[Al](C)C, Cl, Cl. The product is Cc1c(-c2ccccc2)c(CC(=O)N(C)C)c2oc(C3CC3)nc2c1C#N. RXN SMILES: [C:15](#[N:16])[c:17]1[c:18]([CH3:40])[c:19](-[c:34]2[cH:35][cH:36][cH:37][cH:38][cH:39]2)[c:20]([CH2:29][C:30]([O:32][CH3:31])=[O:33])[c:21]2[c:22]1[n:23][c:24]([CH:26]1[CH2:27][CH2:28]1)[o:25]2.[CH3:12][NH:13][CH3:14].[CH3:1][CH2:2][CH2:3][CH2:4][CH2:5][CH3:6].[CH3:42][c:43]1[cH:44][cH:45][cH:46][cH:47][cH:48]1.[CH3:7][Al:8]([CH3:9])[CH3:10].[ClH:11].[ClH:41]>>[CH3:12][N:13]([CH3:14])[C:30]([CH2:29][c:20]1[c:19](-[c:34]2[cH:35][cH:36][cH:37][cH:38][cH:39]2)[c:18]([CH3:40])[c:17]([C:15]#[N:16])[c:22]2[c:21]1[o:25][c:24]([CH:26]1[CH2:27][CH2:28]1)[n:23]2)=[O:32]. Reactants: C[O-].[Na+] (sodium methylate), FC1=NC(=CC(=N1)F)F (2,4,6-trifluoropyrimidine). The solvent is CO (methanol). Run at temperature 25 celsius, time 30 minute. Yields the product FC1=NC(=CC(=N1)F)OC (2,4-Difluoro-6-methoxypyrimidine). As a reaction SMILES: [CH3:1][O-:2].[Na+].[F:4][C:5]1[N:10]=[C:9]([F:11])[CH:8]=[C:7](F)[N:6]=1>CO>[F:4][C:5]1[N:10]=[C:9]([F:11])[CH:8]=[C:7]([O:2][CH3:1])[N:6]=1 |f:0.1|. Procedure details: 335.8 g (1.865 mol) of 30% strength sodium methylate (in methanol) were added at -20° C. to a mixture of 250 g (1.865 mol) of 2,4,6-trifluoropyrimidine in 1.4 1 of methanol within 45 minutes, and the mixture was stirred at this temperature for a further 30 minutes. The reaction mixture was then allowed to warm to 25° C. and concentrated to about 1/5 of its volume. The reactants are C1(C=2C(C(N1CCCC1C3=C(C=CC4=C1C=CC=C4)C=CC=C3)=O)=CC=CC2)=O (5-(3-Phthalimidopropyl)-5H-dibenzo[a,d]cycloheptene), O.NN (Hydrazine hydrate). Solvent: C(C)O (ethanol). Yields the product NCCCC1C2=C(C=CC3=C1C=CC=C3)C=CC=C2 (5-(3-aminopropyl)-5H-dibenzo[a,d]cycloheptene). RXN SMILES: C1(=O)[N:5]([CH2:6][CH2:7][CH2:8][CH:9]2[C:15]3[CH:16]=[CH:17][CH:18]=[CH:19][C:14]=3[CH:13]=[CH:12][C:11]3[CH:20]=[CH:21][CH:22]=[CH:23][C:10]2=3)C(=O)C2=CC=CC=C12.O.NN>C(O)C>[NH2:5][CH2:6][CH2:7][CH2:8][CH:9]1[C:10]2[CH:23]=[CH:22][CH:21]=[CH:20][C:11]=2[CH:12]=[CH:13][C:14]2[CH:19]=[CH:18][CH:17]=[CH:16][C:15]1=2 |f:1.2|. Procedure details: 5-(3-Phthalimidopropyl)-5H-dibenzo[a,d]cycloheptene, 2.15 g. (0.0054 mole), is dissolved in 50 ml. of hot 95% ethanol. Hydrazine hydrate, 0.6 ml., is added and the solution heated to refluxing for 2 hours. The solution then is cooled, acidified, and the precipitate of phthalhydrazide removed by filtration. Ethanol is distilled from the filtrate under reduced pressure and the residue dissolved in 40 ml. of water. The filtered solution is evaporated by heating under reduced pressure to a volume of...